Dataset: the Open Reaction Database (ORD), a public repository of structured organic reaction records. Task: describe an organic reaction: reactants, conditions, products, and yield The reactants are C(C)(C)(C)OC(NCCCBr)=O ((3-Bromopropyl)carbamic acid tert-butyl ester), [I-].[Na+] (sodium iodide), [H-].[Na+] (Sodium hydride), FC1=C2NCC(NC2=CC=C1)=O (5-Fluoro-3,4-dihydro-1H-quinoxalin-2-one). The solvent is CN(C)C=O (DMF), [Cl-].[Na+].O (Brine). Conditions: time 10 minute. Product: NCCCN1C(CNC2=C(C=CC=C12)F)=O (1-(3-Aminopropyl)-5-fluoro-3,4-dihydro-1H-quinoxalin-2-one). As a reaction SMILES: [H-].[Na+].[F:3][C:4]1[CH:13]=[CH:12][CH:11]=[C:10]2[C:5]=1[NH:6][CH2:7][C:8](=[O:14])[NH:9]2.C(OC(=O)[NH:21][CH2:22][CH2:23][CH2:24]Br)(C)(C)C.[I-].[Na+]>CN(C=O)C.[Cl-].[Na+].O>[NH2:21][CH2:22][CH2:23][CH2:24][N:9]1[C:10]2[C:5](=[C:4]([F:3])[CH:13]=[CH:12][CH:11]=2)[NH:6][CH2:7][C:8]1=[O:14] |f:0.1,4.5,7.8.9|. Procedure details: Sodium hydride (60%, 48 mg, 1.2 mmol) was added to a solution of 5-fluoro-3,4-dihydro-1H-quinoxalin-2-one from Example B (200 mg, 1.2 mmol) in DMF (3 ml) while cooling in an ice/water bath. The mixture was allowed to warm to room temperature and stirred for 10 mins. (3-Bromopropyl)carbamic acid tert-butyl ester (290 mg, 1.2 mmol) and sodium iodide (180 mg, 1.2 mmol) were added and the mixture was stirred at room temperature for 18 h. Brine was added and the mixture was evaporated in vacuo. The r... Reactants: OC=1C(=CC2=CC=CC=C2C1)C(=O)O (3-hydroxy-2-naphthoic acid), CN(C)C=O (N,N'-dimethylformamide), S(=O)(Cl)Cl (thionyl chloride). Run in ClC1=CC=CC=C1 (chlorobenzene). Conditions: temperature 40 celsius, time 1.5 hour. The product is OC=1C(=CC2=CC=CC=C2C1)C(=O)Cl (3-hydroxy-2-naphthoyl chloride). Isolated yield 723.0%. RXN SMILES: [OH:1][C:2]1[C:3]([C:12]([OH:14])=O)=[CH:4][C:5]2[C:10]([CH:11]=1)=[CH:9][CH:8]=[CH:7][CH:6]=2.CN(C=O)C.S(Cl)([Cl:22])=O>ClC1C=CC=CC=1>[OH:1][C:2]1[C:3]([C:12]([Cl:22])=[O:14])=[CH:4][C:5]2[C:10]([CH:11]=1)=[CH:9][CH:8]=[CH:7][CH:6]=2. Procedure: 99.0 g (0.52 mol) of 3-hydroxy-2-naphthoic acid and 1 ml of N,N'-dimethylformamide are initially introduced into 600 ml of chlorobenzene and 68.5 g=42 ml (0.58 mol) of thionyl chloride are added at 40° C. The mixture is subsequently stirred at 40° C. for 1.5 h and excess thionyl chloride is then distilled off in vacuo. 776.8 g of 3-hydroxy-2-naphthoyl chloride are obtained as a clear solution in chlorobenzene.